describe an organic reaction: reactants, conditions, products, and yield From a dataset of the Open Reaction Database (ORD), a public repository of structured organic reaction records. Reactants: ClC1=CC=C(C=C1)N1N(C(C(C1=O)=CNC1=CC=CC=C1)=O)C (1-(p-chlorophenyl)-2-methyl-4-anilinomethylidene-pyrazolidin-3,5-dione), ethyl polyphosphate, ClC(C(Cl)Cl)Cl (1,1,2,2-tetrachloroethane). Run in [OH-].[Na+] (sodium hydroxide). Product: ClC1=CC=C(C=C1)N1N(C2=C(C=NC=3C=CC=CC23)C1=O)C (2-(p-chlorophenyl)-1-methyl-pyrazolo[4,3-c] quinolin-3-one). Reaction SMILES: [Cl:1][C:2]1[CH:7]=[CH:6][C:5]([N:8]2[C:12](=[O:13])[C:11](=[CH:14][NH:15][C:16]3[CH:21]=[CH:20][CH:19]=[CH:18][CH:17]=3)[C:10](=O)[N:9]2[CH3:23])=[CH:4][CH:3]=1.ClC(Cl)C(Cl)Cl>[OH-].[Na+]>[Cl:1][C:2]1[CH:7]=[CH:6][C:5]([N:8]2[C:12](=[O:13])[C:11]3[CH:14]=[N:15][C:16]4[CH:21]=[CH:20][CH:19]=[CH:18][C:17]=4[C:10]=3[N:9]2[CH3:23])=[CH:4][CH:3]=1 |f:2.3|. Procedure: The mixture of 650 mg of 1-(p-chlorophenyl)-2-methyl-4-anilinomethylidene-pyrazolidin-3,5-dione, 2.0 g of ethyl polyphosphate and 10 ml of 1,1,2,2-tetrachloroethane is refluxed for 24 hours. The solution is poured onto 10 ml of 2 N aqueous sodium hydroxide and the organic layer chromatographed on silica gel plates, using toluene:ethanol:conc. ammonium hydroxide (80:20:1) as eluent, to yield the 2-(p-chlorophenyl)-1-methyl-pyrazolo[4,3-c] quinolin-3-one with an Rf=0.48. When using dichloromethane... The reactants are O (water), ClC=1C=CC(=C(C1)N)[N+](=O)[O-] (5-chloro-2-nitrophenylamine), N1(CCOCC1)CCN (2-(4-morpholinyl)-ethylamine), C(=O)([O-])[O-].[K+].[K+] (K2CO3). Run in CN(C)C=O (DMF). Run at temperature 110 celsius, time 48 hour. Product: N1(CCOCC1)CCNC1=CC(=C(C=C1)[N+](=O)[O-])N (N1-(2-Morpholin-4-yl-ethyl)-4-nitrobenzene-1,3-diamine). Isolated yield 20.9%. RXN SMILES: Cl[C:2]1[CH:3]=[CH:4][C:5]([N+:9]([O-:11])=[O:10])=[C:6]([NH2:8])[CH:7]=1.[N:12]1([CH2:18][CH2:19][NH2:20])[CH2:17][CH2:16][O:15][CH2:14][CH2:13]1.C([O-])([O-])=O.[K+].[K+].O>CN(C=O)C>[N:12]1([CH2:18][CH2:19][NH:20][C:2]2[CH:3]=[CH:4][C:5]([N+:9]([O-:11])=[O:10])=[C:6]([NH2:8])[CH:7]=2)[CH2:17][CH2:16][O:15][CH2:14][CH2:13]1 |f:2.3.4|. Reported procedure: A mixture of 5-chloro-2-nitrophenylamine (1.3 g, 7.0 mmol), 2-(4-morpholinyl)-ethylamine (2.8 g, 20 mmol), and K2CO3 (3.0 g, 22 mmol) in DMF (20 mL) was stirred at 110° C. for 48 h. The reaction mixture was cooled to room temperature, poured into water (200 mL) and extracted with dichloromethane (CH2Cl2) (250 mL). The combined organic extracts were washed with water (200 mL) and brine (200 mL), dried over Na2SO4, concentrated in vacuo, and purified by flash chromatography (silica gel, 4×15 cm, e...